This data is from the Open Reaction Database (ORD), a public repository of structured organic reaction records. The task is: describe an organic reaction: reactants, conditions, products, and yield The reactants are COC(=O)[C@H]1N(C[C@]2(C3(CCC3)C2(C)C)C1)C([C@H](C(C)(C)C)NC([C@H](C1CCCCC1)NC(=O)OC(C)(C)C)=O)=O ((5R,8S)-7-[(S)-2-((S)-2-tert-Butoxycarbonylamino-2-cyclohexyl-acetylamino)-3,3-dimethyl-butyryl]-10,10-dimethyl-7-aza-dispiro[3.0.4.1]decane-8-carboxylic acid methyl ester), Cl (HCl). Solvent: O1CCOCC1 (dioxane). Reaction conditions: time 8 hour. Yields the product COC(=O)[C@H]1N(C[C@]2(C3(CCC3)C2(C)C)C1)C([C@H](C(C)(C)C)NC([C@H](C1CCCCC1)N)=O)=O ((5R,8S)-7-[(S)-2-((S)-2-Amino-2-cyclohexyl-acetylamino)-3,3-dimethyl-butyryl]-10,10-dimethyl-7-aza-dispiro[3.0.4.1]decane-8-carboxylic acid methyl ester). As a reaction SMILES: [CH3:1][O:2][C:3]([C@@H:5]1[CH2:16][C@:8]2([C:13]([CH3:15])([CH3:14])[C:9]32[CH2:12][CH2:11][CH2:10]3)[CH2:7][N:6]1[C:17](=[O:41])[C@@H:18]([NH:23][C:24](=[O:40])[C@@H:25]([NH:32]C(OC(C)(C)C)=O)[CH:26]1[CH2:31][CH2:30][CH2:29][CH2:28][CH2:27]1)[C:19]([CH3:22])([CH3:21])[CH3:20])=[O:4].Cl>O1CCOCC1>[CH3:1][O:2][C:3]([C@@H:5]1[CH2:16][C@:8]2([C:13]([CH3:14])([CH3:15])[C:9]32[CH2:12][CH2:11][CH2:10]3)[CH2:7][N:6]1[C:17](=[O:41])[C@@H:18]([NH:23][C:24](=[O:40])[C@@H:25]([NH2:32])[CH:26]1[CH2:27][CH2:28][CH2:29][CH2:30][CH2:31]1)[C:19]([CH3:22])([CH3:21])[CH3:20])=[O:4]. Procedure: A mixture of (5R,8S)-7-[(S)-2-((S)-2-tert-Butoxycarbonylamino-2-cyclohexyl-acetylamino)-3,3-dimethyl-butyryl]-10,10-dimethyl-7-aza-dispiro[3.0.4.1]decane-8-carboxylic acid methyl ester (0.755 g; 1.31 mmol) and 4.9 mL HCl (4 M in dioxane) in 10 mL dioxane was stirred overnight at ambient temperature. The mixture was concentrated under reduced pressure to yield the title compound which was used in the next step without further purification. LC-MS (method E): Rt=1.47 min; M/z=476 [M+]; HPLC (method... Starting materials: C1(OCC2=CC=CC=C12)=O (isobenzofuran-1-one), N1=CC=C(C=C1)C=O (4-pyridine carboxaldehyde). The solvent is CO (methanol). The product is N1=CC=C(C=C1)C=C1OC(C2=CC=CC=C12)=O (3-(4-Pyridylmethylene)-isobenzofuran-1-one). RXN SMILES: [C:1]1(=[O:10])[C:9]2[C:4](=[CH:5][CH:6]=[CH:7][CH:8]=2)[CH2:3][O:2]1.[N:11]1[CH:16]=[CH:15][C:14]([CH:17]=O)=[CH:13][CH:12]=1>CO>[N:11]1[CH:16]=[CH:15][C:14]([CH:17]=[C:3]2[C:4]3[C:9](=[CH:8][CH:7]=[CH:6][CH:5]=3)[C:1](=[O:10])[O:2]2)=[CH:13][CH:12]=1. Reported procedure: In accordance with the procedure described in Lombardino, J.O.C. Vol. 32, pp. 1988-1992 (1967), a solution of isobenzofuran-1-one (13.4 g, 0.1 mol) and 4-pyridine carboxaldehyde (10.7 g, 0.1 mol) in 100 ml dry methanol are refluxed for 2 hours. The solvent is evaporated, and the product (3-(4-pyridylmethylene)isobenzofuran-1-one is used in the next step without further purification. The reactants are C([O-])(O)=O.[Na+] (sodium bicarbonate), CS(=O)(=O)NC=1SC=C(N1)CC(=O)O (2-(2-methanesulfonamidothiazol-4-yl)acetic acid), P(=O)(Cl)(Cl)Cl (phosphorus oxychloride), Cl.NC1[C@@H]2N(C(=C(CS2)C=C)C(=O)OC(C2=CC=CC=C2)C2=CC=CC=C2)C1=O (benzhydryl 7-amino-3-vinyl-3-cephem-4-carboxylate hydrochloride), C[Si](C)(C)CC(=O)N (trimethylsilylacetamide). Run in C(C)(=O)OCC (ethyl acetate), O1CCCC1 (tetrahydrofuran), CN(C=O)C (N,N-dimethylformamide), C(C)(=O)OCC (ethyl acetate), C(C)(=O)OCC (ethyl acetate), O1CCCC1 (tetrahydrofuran), O (water). Conditions: time 2 hour. The product is CS(=O)(=O)NC=1SC=C(N1)CC(=O)NC1[C@@H]2N(C(=C(CS2)C=C)C(=O)OC(C2=CC=CC=C2)C2=CC=CC=C2)C1=O (benzhydryl 7-[2-(2-methanesulfonamidothiazol-4-yl)acetamido]-3-vinyl-3-cephem-4-carboxylate). Isolated yield 58.8%. Reaction SMILES: [CH3:1][S:2]([NH:5][C:6]1[S:7][CH:8]=[C:9]([CH2:11][C:12]([OH:14])=O)[N:10]=1)(=[O:4])=[O:3].P(Cl)(Cl)(Cl)=O.Cl.[NH2:21][CH:22]1[C:47](=[O:48])[N:24]2[C:25]([C:31]([O:33][CH:34]([C:41]3[CH:46]=[CH:45][CH:44]=[CH:43][CH:42]=3)[C:35]3[CH:40]=[CH:39][CH:38]=[CH:37][CH:36]=3)=[O:32])=[C:26]([CH:29]=[CH2:30])[CH2:27][S:28][C@H:23]12.C[Si](CC(N)=O)(C)C.C(=O)(O)[O-].[Na+]>C(OCC)(=O)C.O1CCCC1.O.CN(C)C=O>[CH3:1][S:2]([NH:5][C:6]1[S:7][CH:8]=[C:9]([CH2:11][C:12]([NH:21][CH:22]2[C:47](=[O:48])[N:24]3[C:25]([C:31]([O:33][CH:34]([C:35]4[CH:36]=[CH:37][CH:38]=[CH:39][CH:40]=4)[C:41]4[CH:46]=[CH:45][CH:44]=[CH:43][CH:42]=4)=[O:32])=[C:26]([CH:29]=[CH2:30])[CH2:27][S:28][C@H:23]23)=[O:14])[N:10]=1)(=[O:3])=[O:4] |f:2.3,5.6|. Procedure: A mixture of 2-(2-methanesulfonamidothiazol-4-yl)acetic acid (2.6 g), N,N-dimethylformamide (0.88 g) and phosphorus oxychloride (1.85 g) in ethyl acetate (10 ml) and tetrahydrofuran (20 ml) was stirred under ice-cooling for 30 minutes. This solution was added to a solution of benzhydryl 7-amino-3-vinyl-3-cephem-4-carboxylate hydrochloride (4.3 g) and trimethylsilylacetamide (7.9 g) in ethyl acetate (50 ml) at -20° C. with stirring, and the stirring was continued at -20° to 0° C. for 2 hours. Aft... Starting materials: 46.5, C(#N)CC(=O)OCC(C)(C)C (neopentyl α-cyanoacetate), C=O (paraformaldehyde). Reagents/catalysts: C1CN2CCN1CC2 (triethylenediamine). The solvent is C1(=CC=CC=C1)C (toluene). The product is C(#N)C(C(=O)OCC(C)(C)C)=C (neopentyl α-cyanoacrylate). Reaction SMILES: [C:1]([CH2:3][C:4]([O:6][CH2:7][C:8]([CH3:11])([CH3:10])[CH3:9])=[O:5])#[N:2].[CH2:12]=O>C1N2CCN(CC2)C1.C1(C)C=CC=CC=1>[C:1]([C:3](=[CH2:12])[C:4]([O:6][CH2:7][C:8]([CH3:11])([CH3:10])[CH3:9])=[O:5])#[N:2]. Procedure details: 46.5 (0.3 mole) of neopentyl α-cyanoacetate, 8.1 g (0.27 mole) of paraformaldehyde, 140 g of toluene and 46.5 mg of triethylenediamine were reacted together under reflux and water was removed by azeotropic distillation. Then, 23.5 g of dioctyl phthalate, 0.465 g of hydroquinone and 0.93 g of phosphorus pentoxide were added and depolymerization allowed to take place at 150°-210° C. under a reduced pressure tO afford 21.65 g of crude neopentyl α-cyanoacrylate. Redistillation thereof afforded (8.3 ... Starting materials: NC1=C(C=NN1C1=CC=C(C=C1)F)C(=O)NCC(C(F)(F)F)(O)CN (5-amino-N-[2-(aminomethyl)-3,3,3-trifluoro-2-hydroxypropyl]-1-(4-fluorophenyl)-1H-pyrazole-4-carboxamide), ClC1=C(C(=O)O)C(=CC=C1)C(F)(F)F (2-chloro-6-(trifluoromethyl)benzoic acid), CN(C=O)C (dimethylformamide), C(C(=O)Cl)(=O)Cl (oxalyl chloride). The solvent is O1CCCC1 (tetrahydrofuran), C(C)(C)N(CC)C(C)C (diisopropylethylamine), O1CCCC1 (tetrahydrofuran), O1CCCC1 (tetrahydrofuran). Conditions: time 30 minute. Yields the product NC1=C(C=NN1C1=CC=C(C=C1)F)C(=O)NCC(C(F)(F)F)(O)CNC(=O)C1=C(C=CC=C1C(F)(F)F)Cl (5-Amino-N-{2-[({[2-chloro-6-(trifluoromethyl)phenyl]carbonyl}amino)methyl]-3,3,3-trifluoro-2-hydroxypropyl}-1-(4-fluorophenyl)-1H-pyrazole-4-carboxamide). Yield: 88.4%. As a reaction SMILES: [Cl:1][C:2]1[CH:10]=[CH:9][CH:8]=[C:7]([C:11]([F:14])([F:13])[F:12])[C:3]=1[C:4]([OH:6])=O.CN(C)C=O.C(Cl)(=O)C(Cl)=O.[NH2:26][C:27]1[N:31]([C:32]2[CH:37]=[CH:36][C:35]([F:38])=[CH:34][CH:33]=2)[N:30]=[CH:29][C:28]=1[C:39]([NH:41][CH2:42][C:43]([CH2:49][NH2:50])([OH:48])[C:44]([F:47])([F:46])[F:45])=[O:40]>O1CCCC1.C(N(C(C)C)CC)(C)C>[NH2:26][C:27]1[N:31]([C:32]2[CH:33]=[CH:34][C:35]([F:38])=[CH:36][CH:37]=2)[N:30]=[CH:29][C:28]=1[C:39]([NH:41][CH2:42][C:43]([CH2:49][NH:50][C:4]([C:3]1[C:7]([C:11]([F:14])([F:13])[F:12])=[CH:8][CH:9]=[CH:10][C:2]=1[Cl:1])=[O:6])([OH:48])[C:44]([F:47])([F:46])[F:45])=[O:40]. Procedure details: To a solution of 2-chloro-6-(trifluoromethyl)benzoic acid (27 mg) in anhydrous tetrahydrofuran (1 ml) was added anhydrous dimethylformamide (5 μl) followed by a solution of oxalyl chloride in anhydrous tetrahydrofuran (1M, 0.13 ml). The solution effervesced and was stirred under nitrogen for 30 minutes. A solution of 5-amino-N-[2-(aminomethyl)-3,3,3-trifluoro-2-hydroxypropyl]-1-(4-fluorophenyl)-1H-pyrazole-4-carboxamide (36 mg) in anhydrous tetrahydrofuran (1 ml) and diisopropylethylamine (65 μl... Reactants: CCOC(=S)c1ccc2scc(C)c2c1, ClC(Cl)Cl, [Cl-], [Cl-], Cl, [Zn+2]. Yields the product CCOC(=S)c1ccc2sc(CCl)c(C)c2c1. Reaction SMILES: [CH2:2]([CH3:3])[O:4][C:5](=[S:6])[c:7]1[cH:8][c:9]2[c:10]([s:11][cH:12][c:13]2[CH3:14])[cH:15][cH:16]1.[CH:17]([Cl:18])([Cl:19])[Cl:20].[Cl-:21].[Cl-:23].[ClH:1].[Zn+2:22]>>[CH2:2]([CH3:3])[O:4][C:5](=[S:6])[c:7]1[cH:8][c:9]2[c:10]([s:11][c:12]([CH2:17][Cl:18])[c:13]2[CH3:14])[cH:15][cH:16]1.